Dataset: the Open Reaction Database (ORD), a public repository of structured organic reaction records. Task: describe an organic reaction: reactants, conditions, products, and yield Reactants: C(C1=CC=CC=C1)OC1=CC=C(OC2=C(C=C(C=O)C=C2)[N+](=O)[O-])C=C1 (4-[4-(benzyloxy)-phenoxy]-3-nitrobenzaldehyde), [BH4-].[Na+] (sodium borohydride), O (water). The solvent is C(C)O (ethanol). Conditions: time 2 hour. Product: C(C1=CC=CC=C1)OC1=CC=C(OC2=C(C=C(CO)C=C2)[N+](=O)[O-])C=C1 (4-[4-(benzyloxy)phenoxy]-3-nitrobenzyl alcohol). The yield is 99.4%. RXN SMILES: [CH2:1]([O:8][C:9]1[CH:26]=[CH:25][C:12]([O:13][C:14]2[CH:21]=[CH:20][C:17]([CH:18]=[O:19])=[CH:16][C:15]=2[N+:22]([O-:24])=[O:23])=[CH:11][CH:10]=1)[C:2]1[CH:7]=[CH:6][CH:5]=[CH:4][CH:3]=1.[BH4-].[Na+].O>C(O)C>[CH2:1]([O:8][C:9]1[CH:26]=[CH:25][C:12]([O:13][C:14]2[CH:21]=[CH:20][C:17]([CH2:18][OH:19])=[CH:16][C:15]=2[N+:22]([O-:24])=[O:23])=[CH:11][CH:10]=1)[C:2]1[CH:3]=[CH:4][CH:5]=[CH:6][CH:7]=1 |f:1.2|. Procedure: To a solution of 4-[4-(benzyloxy)-phenoxy]-3-nitrobenzaldehyde (2.48 g, 7.1 mmol) in ethanol (100 ml) was added sodium borohydride (0.27 g, 7.3 mmol), followed by stirring at room temperature for 2 hours. The reaction solution was poured into water and extracted with ethyl acetate. The solvent was dried and evaporated under reduced pressure. The residue was purified by silica gel column chromatography [eluent; chloroform - ethyl acetate (4:1)] to give 4-[4-(benzyloxy)phenoxy]-3-nitrobenzyl alcoh... Reactants: CCOC(=O)CN1CCC(NC(=O)c2ccc(Cl)s2)C1, Nc1ccc(-n2ccccc2=O)cc1F. Yields the product O=C(CN1CCC(NC(=O)c2ccc(Cl)s2)C1)Nc1ccc(-n2ccccc2=O)cc1F. RXN SMILES: [CH2:1]([O:2][C:4]([CH2:5][N:6]1[CH2:7][CH:8]([NH:11][C:12](=[O:13])[c:14]2[s:15][c:16]([Cl:19])[cH:17][cH:18]2)[CH2:9][CH2:10]1)=[O:20])[CH3:3].[NH2:21][c:22]1[c:23]([F:35])[cH:24][c:25](-[n:28]2[c:29](=[O:34])[cH:30][cH:31][cH:32][cH:33]2)[cH:26][cH:27]1>>[C:4]([CH2:5][N:6]1[CH2:7][CH:8]([NH:11][C:12](=[O:13])[c:14]2[s:15][c:16]([Cl:19])[cH:17][cH:18]2)[CH2:9][CH2:10]1)(=[O:20])[NH:21][c:22]1[c:23]([F:35])[cH:24][c:25](-[n:28]2[c:29](=[O:34])[cH:30][cH:31][cH:32][cH:33]2)[cH:26][cH:27]1. Reactants: FC1=CC=C(C=C1)C(CC1=CC=C(C=C1)S(=O)(=O)C)=O (1-(4-Fluorophenyl)-2-(4-(methylsulfonyl)phenyl)ethanone), C(Cl)(Cl)Cl (CHCl3), C(Cl)(Cl)(Cl)Cl (CCl4), BrBr (bromine). Solvent: C(Cl)Cl (CH2Cl2). Yields the product BrC(C(=O)C1=CC=C(C=C1)F)C1=CC=C(C=C1)S(=O)(=O)C (2-Bromo-1-(4-fluorophenyl)-2-(4-(methylsulfonyl)phenyl)ethanone). Reaction SMILES: [F:1][C:2]1[CH:7]=[CH:6][C:5]([C:8](=[O:20])[CH2:9][C:10]2[CH:15]=[CH:14][C:13]([S:16]([CH3:19])(=[O:18])=[O:17])=[CH:12][CH:11]=2)=[CH:4][CH:3]=1.C(Cl)(Cl)Cl.C(Cl)(Cl)(Cl)Cl.[Br:30]Br>C(Cl)Cl>[Br:30][CH:9]([C:10]1[CH:15]=[CH:14][C:13]([S:16]([CH3:19])(=[O:17])=[O:18])=[CH:12][CH:11]=1)[C:8]([C:5]1[CH:4]=[CH:3][C:2]([F:1])=[CH:7][CH:6]=1)=[O:20]. Procedure: To 1-(4-Fluorophenyl)-2-(4-(methylsulfonyl)phenyl)ethanone (1.00 g) in CH2Cl2 containing CHCl3 (1.0 mL) and CCl4 (1.0 mL) was added bromine (0.614 g). After shining light for 1 h, the reaction was quenched with Na2S2O4, extracted with CH2Cl2, dried over Na2SO4 and evaporated to yield the title compound which was used as such for the next step (1.10 g). Reactants: FC1=C(CN2C(=CC=C2)C(O)C2CCN(CC2)C)C=CC=C1 ([1-(2-fluorobenzyl)-2-pyrryl]-[(1-methyl)piperidin-4-yl]methanol), [H-].[Na+] (sodium hydride), CN(C=O)C (dimethylformamide). Solvent: C1=CC=CC=C1 (benzene), C1=CC=CC=C1 (benzene). The product is CN1CCC(CC1)C1OC2=C(CN3C1=CC=C3)C=CC=C2 (11-[(1-Methyl)piperidin-4-yl]-5H,11H-pyrrolo[2,1-c][1,4]benzoxazepine). RXN SMILES: [H-].[Na+].F[C:4]1[CH:24]=[CH:23][CH:22]=[CH:21][C:5]=1[CH2:6][N:7]1[CH:11]=[CH:10][CH:9]=[C:8]1[CH:12]([CH:14]1[CH2:19][CH2:18][N:17]([CH3:20])[CH2:16][CH2:15]1)[OH:13].CN(C)C=O>C1C=CC=CC=1>[CH3:20][N:17]1[CH2:18][CH2:19][CH:14]([CH:12]2[C:8]3=[CH:9][CH:10]=[CH:11][N:7]3[CH2:6][C:5]3[CH:21]=[CH:22][CH:23]=[CH:24][C:4]=3[O:13]2)[CH2:15][CH2:16]1 |f:0.1|. Reported procedure: To a suspension of sodium hydride (2.0 g, 50% in oil, treated with hexanes, 0.04 mole) in 50 ml benzene was added a suspension of [1-(2-fluorobenzyl)-2-pyrryl]-[(1-methyl)piperidin-4-yl]methanol (10.0 g, 0.033 mole) in 100 ml benzene, followed by 50 ml dimethylformamide. Yields the product CC(C)(C)OC(=O)N1CCCN(c2ccc(N3CCCC3)nc2)CC1. The reactants are CC(C)(C)OC(=O)N1CCCN(c2ccc(Br)nc2)CC1, C1CCNC1, CC(C)(C)[O-], [K+], O, c1ccc(P(c2ccccc2)(c2ccccc2)[Pd](P(c2ccccc2)(c2ccccc2)c2ccccc2)(P(c2ccccc2)(c2ccccc2)c2ccccc2)P(c2ccccc2)(c2ccccc2)c2ccccc2)cc1. Reaction SMILES: [Br:1][c:2]1[cH:3][cH:4][c:5]([N:8]2[CH2:9][CH2:10][N:11]([C:15](=[O:16])[O:17][C:18]([CH3:19])([CH3:20])[CH3:21])[CH2:12][CH2:13][CH2:14]2)[cH:6][n:7]1.[CH2:22]1[CH2:23][CH2:24][NH:25][CH2:26]1.[CH3:27][C:28]([CH3:29])([O-:30])[CH3:31].[K+:32].[OH2:110].[cH:33]1[cH:34][cH:35][c:36]([P:37]([Pd:38]([P:39]([c:40]2[cH:41][cH:42][cH:43][cH:44][cH:45]2)([c:46]2[cH:47][cH:48][cH:49][cH:50][cH:51]2)[c:52]2[cH:53][cH:54][cH:55][cH:56][cH:57]2)([P:58]([c:59]2[cH:60][cH:61][cH:62][cH:63][cH:64]2)([c:65]2[cH:66][cH:67][cH:68][cH:69][cH:70]2)[c:71]2[cH:72][cH:73][cH:74][cH:75][cH:76]2)[P:77]([c:78]2[cH:79][cH:80][cH:81][cH:82][cH:83]2)([c:84]2[cH:85][cH:86][cH:87][cH:88][cH:89]2)[c:90]2[cH:91][cH:92][cH:93][cH:94][cH:95]2)([c:96]2[cH:97][cH:98][cH:99][cH:100][cH:101]2)[c:102]2[cH:103][cH:104][cH:105][cH:106][cH:107]2)[cH:108][cH:109]1>>[c:2]1([N:25]2[CH2:24][CH2:23][CH2:22][CH2:26]2)[cH:3][cH:4][c:5]([N:8]2[CH2:9][CH2:10][N:11]([C:15](=[O:16])[O:17][C:18]([CH3:19])([CH3:20])[CH3:21])[CH2:12][CH2:13][CH2:14]2)[cH:6][n:7]1. Starting materials: C(C)C1=CC=C(N)C=C1 (4-Ethylaniline), S(O)(O)(=O)=O (sulfuric acid), [N+](=O)(O)[O-] (nitric acid), S(O)(O)(=O)=O (sulfuric acid). Solvent: ice. Conditions: temperature 8 celsius, time 1 hour. Yields the product C(C)C1=C(C=C(N)C=C1)[N+](=O)[O-] (4-Ethyl-3-nitroaniline). The yield is 73.0%. RXN SMILES: [CH2:1]([C:3]1[CH:9]=[CH:8][C:6]([NH2:7])=[CH:5][CH:4]=1)[CH3:2].S(=O)(=O)(O)O.[N+:15]([O-])([OH:17])=[O:16]>>[CH2:1]([C:3]1[CH:9]=[CH:8][C:6]([NH2:7])=[CH:5][C:4]=1[N+:15]([O-:17])=[O:16])[CH3:2]. Reported procedure: 4-Ethylaniline (10.3 mL, 82.5 mmol) was added drop wise to sulfuric acid (96%, 63 mL), cooled to 8° C., maintaining the temperature below 10° C. After the addition, the reaction mixture was cooled to −5° C., before the addition of a mixture of nitric acid (100%, 4 mL) and sulfuric acid (96%, 10 mL), keeping the temperature below 0° C. The reaction mixture was then stirred at the same temperature for 1 h. The reaction mixture was poured into ice (200 mL) and the precipitate filtered and washed wi...